From a dataset of the Open Reaction Database (ORD), a public repository of structured organic reaction records. describe an organic reaction: reactants, conditions, products, and yield Starting materials: C[C@H]1[C@@H](N(C(O1)=O)CCSC=1SC=C(N1)C(=O)OCCCC)\C=C\CC(CCCCC)(O[Si](C)(C)C)C (butyl 2-{[2-((4S,5S)-5-methyl-4-{(1E)-4-methyl-4-[(trimethylsilyl)oxy]-1-nonenyl}-2-oxo-1,3-oxazolidin-3-yl)ethyl]thio}-1,3-thiazole-4-carboxyl ate), Cl.C(C)(=O)OCC (hydrogen chloride ethyl acetate), C([O-])(O)=O.[Na+] (sodium bicarbonate). Solvent: C(C)(=O)OCC (ethyl acetate). Run at time 10 minute. Yields the product OC(C/C=C/[C@@H]1N(C(O[C@H]1C)=O)CCSC=1SC=C(N1)C(=O)OCCCC)(CCCCC)C (butyl 2-[(2-{(4S,5S)-4-[(1E)-4-hydroxy-4-methyl-1-nonenyl]-5-methyl-2-oxo-1,3-oxazolidin-3-yl}ethyl)thio]-1,3-thiazole-4-carboxylate). The yield is 66.8%. As a reaction SMILES: [CH3:1][C@@H:2]1[O:6][C:5](=[O:7])[N:4]([CH2:8][CH2:9][S:10][C:11]2[S:12][CH:13]=[C:14]([C:16]([O:18][CH2:19][CH2:20][CH2:21][CH3:22])=[O:17])[N:15]=2)[C@H:3]1/[CH:23]=[CH:24]/[CH2:25][C:26]([CH3:37])([O:32][Si](C)(C)C)[CH2:27][CH2:28][CH2:29][CH2:30][CH3:31].Cl.C(OCC)(=O)C.C(=O)(O)[O-].[Na+]>C(OCC)(=O)C>[OH:32][C:26]([CH3:37])([CH2:27][CH2:28][CH2:29][CH2:30][CH3:31])[CH2:25]/[CH:24]=[CH:23]/[C@H:3]1[C@H:2]([CH3:1])[O:6][C:5](=[O:7])[N:4]1[CH2:8][CH2:9][S:10][C:11]1[S:12][CH:13]=[C:14]([C:16]([O:18][CH2:19][CH2:20][CH2:21][CH3:22])=[O:17])[N:15]=1 |f:1.2,3.4|. Reported procedure: To a solution of the compound 43 (6.53 g) in ethyl acetate (114 mL) was slowly added dropwise 4N hydrogen chloride/ethyl acetate solution (14 mL) at 0° C. and the solution was stirred for 10 minutes. An aqueous saturated sodium bicarbonate solution was slowly added dropwise to the reaction solution, which was extracted with ethyl acetate. The organic layer was washed with an aqueous saturated sodium bicarbonate solution and brine, dried over anhydrous magnesium sulfate and concentrated. The obta... Starting materials: Cl (hydrogen chloride), ClC1=C(C=NC2=CC=C(N=C12)OCC)C(=O)OCC (ethyl 4-chloro-6-ethoxy-1,5-naphthyridine-3-carboxylate), COC1=CC=C(N)C=C1 (4-methoxyaniline), C([O-])([O-])=O.[K+].[K+] (potassium carbonate). The solvent is CCOCC (Ether), IMS, C1CCOC1 (THF). Conditions: time 48 hour. The product is Cl.C(C)OC=1N=C2C(=C(C=NC2=CC1)C(=O)OCC)NC1=CC=C(C=C1)OC (ethyl 6-ethoxy-4-(4-methoxyanilino)-1,5-naphthyridine-3-carboxylate hydrochloride). As a reaction SMILES: [Cl:1][C:2]1[C:11]2[C:6](=[CH:7][CH:8]=[C:9]([O:12][CH2:13][CH3:14])[N:10]=2)[N:5]=[CH:4][C:3]=1[C:15]([O:17][CH2:18][CH3:19])=[O:16].[CH3:20][O:21][C:22]1[CH:28]=[CH:27][C:25]([NH2:26])=[CH:24][CH:23]=1.C(=O)([O-])[O-].[K+].[K+].Cl>CCOCC.C1COCC1>[ClH:1].[CH2:13]([O:12][C:9]1[N:10]=[C:11]2[C:6](=[CH:7][CH:8]=1)[N:5]=[CH:4][C:3]([C:15]([O:17][CH2:18][CH3:19])=[O:16])=[C:2]2[NH:26][C:25]1[CH:27]=[CH:28][C:22]([O:21][CH3:20])=[CH:23][CH:24]=1)[CH3:14] |f:2.3.4,8.9|. Procedure details: A mixture of ethyl 4-chloro-6-ethoxy-1,5-naphthyridine-3-carboxylate (17.95 g), 4-methoxyaniline (8.29 g), anhydrous potassium carbonate (18.6 g) and THF (250 ml) was stirred at ambient temperature for 48 hours. The mixture was evaporated to dryness and water was added to the residue. The mixture was extracted with dichloromethane to give a solid which was dissolved in IMS (50 ml). The solution was saturated with hydrogen chloride gas whilst cooling the mixture in ice. Ether was added to induce ... Reactants: C(C)(=O)O (acetic acid), C[O-].[Na+] (sodium methoxide), C(C(C)C)(=O)Cl (isobutyryl chloride), [N+](#[C-])CC(=O)OC (methyl α-isocyanoacetate). Run in CN(C=O)C (dimethylformamide). Reaction conditions: time 30 minute. Product: C(C)(C)C1=C(N=CO1)C(=O)OC (5-isopropyl-4-methoxycarbonyloxazole). Yield: 69.7%. Reaction SMILES: C[O-].[Na+].[N+:4]([CH2:6][C:7]([O:9][CH3:10])=[O:8])#[C-:5].[C:11](Cl)(=[O:15])[CH:12]([CH3:14])[CH3:13].C(O)(=O)C>CN(C)C=O>[CH:12]([C:11]1[O:15][CH:5]=[N:4][C:6]=1[C:7]([O:9][CH3:10])=[O:8])([CH3:14])[CH3:13] |f:0.1|. Procedure: 13.7 g of sodium methoxide are dissolved in 200 ml of dimethylformamide, and 19.4 g of methyl α-isocyanoacetate are added dropwise thereto at -50° C. to -40° C. The mixture is stirred at the same temperature for 30 minutes. 25 g of isobutyryl chloride are gradually added to the mixture at -50° C. to -40° C., and said mixture is stirred at the same temperature for 2 hours. After the reaction, the mixture is adjusted to pH 3-4 with acetic acid and then condensed under reduced pressure to remove so... Starting materials: CO, COC(=O)C1CC1c1cccc(F)c1, [Na+], [OH-], O. Product: O=C(O)C1CC1c1cccc(F)c1. As a reaction SMILES: [CH3:17][OH:18].[F:1][c:2]1[cH:3][c:4]([CH:8]2[CH:9]([C:11](=[O:12])[O:13][CH3:14])[CH2:10]2)[cH:5][cH:6][cH:7]1.[Na+:16].[OH-:15].[OH2:19]>>[F:1][c:2]1[cH:3][c:4]([CH:8]2[CH:9]([C:11](=[O:12])[OH:13])[CH2:10]2)[cH:5][cH:6][cH:7]1. Reactants: O=C(c1ccc(Br)cc1)N1CCCC1CN1CCCC1, O=C([O-])[O-], [K+], [K+], CN(C)C=O, Sc1ccncc1. Yields the product O=C(c1ccc(Sc2ccncc2)cc1)N1CCCC1CN1CCCC1. As a reaction SMILES: [Br:1][c:2]1[cH:3][cH:4][c:5]([C:8](=[O:9])[N:10]2[CH:11]([CH2:15][N:16]3[CH2:17][CH2:18][CH2:19][CH2:20]3)[CH2:12][CH2:13][CH2:14]2)[cH:6][cH:7]1.[C:28](=[O:29])([O-:30])[O-:31].[K+:32].[K+:33].[O:34]=[CH:35][N:36]([CH3:37])[CH3:38].[SH:21][c:22]1[cH:23][cH:24][n:25][cH:26][cH:27]1>>[c:2]1([S:21][c:22]2[cH:23][cH:24][n:25][cH:26][cH:27]2)[cH:3][cH:4][c:5]([C:8](=[O:9])[N:10]2[CH:11]([CH2:15][N:16]3[CH2:17][CH2:18][CH2:19][CH2:20]3)[CH2:12][CH2:13][CH2:14]2)[cH:6][cH:7]1. Reactants: C(C)(C)(C)OC(=O)N(CC1=C(C(=CC=C1)[N+](=O)[O-])OCC)C(=O)OC(C)(C)C (N-(2-ethoxy-3-nitrophenylmethyl)iminodicarboxylic acid di-t-butyl ester), [BH4-].[Na+] (sodium borohydride), C(O)([O-])=O.[Na+] (sodium hydrogencarbonate), Cl (HCl). Conditions: time 20 minute. The reagents and catalysts are O.O.O.O.O.O.[Ni](Cl)Cl (nickel (II) chloride hexahydrate). Reaction SMILES: [C:1]([O:5][C:6]([N:8]([C:22]([O:24][C:25]([CH3:28])([CH3:27])[CH3:26])=[O:23])[CH2:9][C:10]1[CH:15]=[CH:14][CH:13]=[C:12]([N+:16]([O-])=O)[C:11]=1[O:19][CH2:20][CH3:21])=[O:7])([CH3:4])([CH3:3])[CH3:2].[BH4-].[Na+].Cl.C(=O)([O-])O.[Na+]>O.O.O.O.O.O.[Ni](Cl)Cl.CO>[C:25]([O:24][C:22]([N:8]([C:6]([O:5][C:1]([CH3:2])([CH3:4])[CH3:3])=[O:7])[CH2:9][C:10]1[CH:15]=[CH:14][CH:13]=[C:12]([NH2:16])[C:11]=1[O:19][CH2:20][CH3:21])=[O:23])([CH3:28])([CH3:26])[CH3:27] |f:1.2,4.5,6.7.8.9.10.11.12|. Yields the product C(C)(C)(C)OC(=O)N(CC1=C(C(=CC=C1)N)OCC)C(=O)OC(C)(C)C (N-(3-amino-2-ethoxyphenylmethyl)iminodicarboxylic acid di-t-butyl ester). The solvent is CO (methanol). Isolated yield 85.0%. Reported procedure: To a mixture of the compound (5.09 g) obtained in Example 417d, nickel (II) chloride hexahydrate (61 mg) and methanol (130 ml), sodium borohydride (1.46 g) was added. The reaction mixture was stirred at room temperature for 20 min and, after addition of 2 N HCl, adjusted to pH 8 with a saturated aqueous sodium hydrogencarbonate solution and then concentrated under reduced pressure. To the resulting residue, water was added and the mixture was subjected to extraction with ethyl acetate. The organ...